Dataset: the Open Reaction Database (ORD), a public repository of structured organic reaction records. Task: describe an organic reaction: reactants, conditions, products, and yield Reactants: ClC(=O)OC(Cl)(Cl)Cl (trichloromethyl chloroformate), O1C(=NC2=C1C=CC=C2)C=2C=C(C=CC2OC(F)(F)F)N (3-benzoxazol-2-yl-4-trifluoromethoxyphenylamine), Cl (hydrochloric acid). The solvent is C1(=CC=CC=C1)C (toluene), C(C)(=O)OCC (ethyl acetate). Yields the product N(=C=O)C=1C=CC(=C(C1)C=1OC2=C(N1)C=CC=C2)OC(F)(F)F (2-(5-Isocyanato-2-trifluoromethoxyphenyl)benzoxazole). Yield: 70.4%. RXN SMILES: [O:1]1[C:5]2[CH:6]=[CH:7][CH:8]=[CH:9][C:4]=2[N:3]=[C:2]1[C:10]1[CH:11]=[C:12]([NH2:21])[CH:13]=[CH:14][C:15]=1[O:16][C:17]([F:20])([F:19])[F:18].Cl.Cl[C:24](OC(Cl)(Cl)Cl)=[O:25]>C1(C)C=CC=CC=1.C(OCC)(=O)C>[N:21]([C:12]1[CH:13]=[CH:14][C:15]([O:16][C:17]([F:19])([F:18])[F:20])=[C:10]([C:2]2[O:1][C:5]3[CH:6]=[CH:7][CH:8]=[CH:9][C:4]=3[N:3]=2)[CH:11]=1)=[C:24]=[O:25]. Procedure: A solution of 3-benzoxazol-2-yl-4-trifluoromethoxyphenylamine (210 mg, 0.71 mmol) in 5 mL of dry toluene was stirred while 1.15 mL of 3.1N hydrochloric acid in ethyl acetate was added. The precipitate was concentrated by evaporation. Another 5 mL of toluene was added followed by evaporation. This procedure was repeated 3 times to remove excess of hydrochloric acid. The amine hydrochloride was dissolved in 5 mL of toluene and trichloromethyl chloroformate (0.853 mL, 7.1 mmol) was added. The mixtu... Starting materials: ClC=1C=NC=C(C1NC1=NC2=C(N1C)C=1CC(OC1C(=C2)C(=O)O)(C)C)Cl (2-((3,5-dichloropyridin-4-yl)amino)-1,7,7-trimethyl-7,8-dihydro-1H-benzofuro[4,5-d]imidazole-5-carboxylic acid), CCN(C(C)C)C(C)C (DIPEA), NC1=[N+](C=C(C=C1)C(F)(F)F)[O-] (2-Amino-5-(trifluoromethyl)pyridine 1-oxide), S(=O)(Cl)Cl (thionyl chloride). Reagents/catalysts: [Fe] (iron). The solvent is C1CCOC1 (THF), C(C)(=O)O (acetic acid). Product: ClC=1C=NC=C(C1NC1=NC2=C(N1C)C=1CC(OC1C(=C2)C(=O)NC2=NC=C(C=C2)C(F)(F)F)(C)C)Cl (2-((3,5-Dichloropyridin-4-yl)amino)-1,7,7-trimethyl-N-(5-(trifluoromethyl)pyridin-2-yl)-7,8-dihydro-1H-benzofuro[4,5-d]imidazole-5-carboxamide). The yield is 9.2%. RXN SMILES: [Cl:1][C:2]1[CH:3]=[N:4][CH:5]=[C:6]([Cl:27])[C:7]=1[NH:8][C:9]1[N:13]([CH3:14])[C:12]2[C:15]3[CH2:16][C:17]([CH3:26])([CH3:25])[O:18][C:19]=3[C:20]([C:22](O)=[O:23])=[CH:21][C:11]=2[N:10]=1.[NH2:28][C:29]1[CH:34]=[CH:33][C:32]([C:35]([F:38])([F:37])[F:36])=[CH:31][N+:30]=1[O-].S(Cl)(Cl)=O.CCN(C(C)C)C(C)C>[Fe].C(O)(=O)C.C1COCC1>[Cl:1][C:2]1[CH:3]=[N:4][CH:5]=[C:6]([Cl:27])[C:7]=1[NH:8][C:9]1[N:13]([CH3:14])[C:12]2[C:15]3[CH2:16][C:17]([CH3:26])([CH3:25])[O:18][C:19]=3[C:20]([C:22]([NH:28][C:29]3[CH:34]=[CH:33][C:32]([C:35]([F:37])([F:36])[F:38])=[CH:31][N:30]=3)=[O:23])=[CH:21][C:11]=2[N:10]=1. Procedure: The title compound was prepared by following the same procedure described for Example-205 by using 2-((3,5-dichloropyridin-4-yl)amino)-1,7,7-trimethyl-7,8-dihydro-1H-benzofuro[4,5-d]imidazole-5-carboxylic acid (Intermediate-61, 0.200 g, 0.491 mmol), 2-Amino-5-(trifluoromethyl)pyridine 1-oxide (Intermediate-41, 0.131 g, 0.737 mmol), thionyl chloride (2 mL), DIPEA (10 mL), THF (5.0 mL), acetic acid (10.0 mL), iron powder (0.200 g) to afford 0.025 g of the desired product. 1HNMR (DMSO-d6): δ 1.61 (... Reactants: glass, S(=O)(=O)([O-])[O-].[Mg+2] (magnesium sulfate), Cl[C@@H](C(=O)O)C ((R)-2-chloropropanoic acid), C(C)(C)(C)O (tert-butanol), S(O)(O)(=O)=O (sulfuric acid), C([O-])(O)=O.[Na+] (sodium bicarbonate). Run in C(Cl)Cl (DCM). Conditions: time 15 minute. The product is Cl[C@@H](C(=O)OC(C)(C)C)C ((R)-tert-Butyl 2-chloropropanoate). The yield is 94.4%. Reaction SMILES: S([O-])([O-])(=O)=O.[Mg+2].S(=O)(=O)(O)O.[Cl:12][C@H:13]([CH3:17])[C:14]([OH:16])=[O:15].[C:18](O)([CH3:21])([CH3:20])[CH3:19].C(=O)(O)[O-].[Na+]>C(Cl)Cl>[Cl:12][C@H:13]([CH3:17])[C:14]([O:16][C:18]([CH3:21])([CH3:20])[CH3:19])=[O:15] |f:0.1,5.6|. Procedure: Prepared according to Wright et al. Tetrahedron Lett. 1997, 38, 7345. A 500 mL glass bomb was charged with magnesium sulfate (4.21 g, 35.0 mmol) and DCM (43.8 mL). To this suspension was added sulfuric acid (486 μL, 8.75 mmol), drop-wise with vigorous stirring. After 15 min of stirring, (R)-2-chloropropanoic acid (950 mg, 8.75 mmol) was added followed by tert-butanol (4.20 ml, 43.8 mmol). The bomb was sealed and stirred at rt for 19 h, whereupon sodium bicarbonate (aq satd, 100 mL) was carefully...